Dataset: the Open Reaction Database (ORD), a public repository of structured organic reaction records. Task: describe an organic reaction: reactants, conditions, products, and yield Starting materials: O=C(CN1C(CCC1)=O)C=1C=NC=CC1 (1-(2-oxo-2-pyridin-3-yl-ethyl)-pyrrolidin-2-one), Cl.NO (hydroxylamine hydrochloride salt), S(=O)(=O)([O-])[O-].[Na+].[Na+] (sodium sulfate). The solvent is CO.O (methanol water). Product: ON=C(CN1C(CCC1)=O)C=1C=NC=CC1 (1-(2-hydroxyimino-2-pyridin-3-yl-ethyl)-pyrrolidin-2-one). Isolated yield 65.2%. Reaction SMILES: O=[C:2]([C:10]1[CH:11]=[N:12][CH:13]=[CH:14][CH:15]=1)[CH2:3][N:4]1[CH2:8][CH2:7][CH2:6][C:5]1=[O:9].Cl.[NH2:17][OH:18].S([O-])([O-])(=O)=O.[Na+].[Na+]>CO.O>[OH:18][N:17]=[C:2]([C:10]1[CH:11]=[N:12][CH:13]=[CH:14][CH:15]=1)[CH2:3][N:4]1[CH2:8][CH2:7][CH2:6][C:5]1=[O:9] |f:1.2,3.4.5,6.7|. Procedure: To 0.3 g (1.47 mmol) of 1-(2-oxo-2-pyridin-3-yl-ethyl)-pyrrolidin-2-one prepared from Example 20, 0.15 g (2.21 mmol) of hydroxylamine hydrochloride salt and 0.12 g of sodium sulfate were added in methanol/water (1.5:1). The mixture was reacted at 30˜40° C. for 12˜36 hours. Upon completion of the reaction, the reaction mixture was concentrated under reduced pressure, extracted with ethyl acetate for three times, washed with brine for two times, and dried over sodium sulfate. After concentrating u... Starting materials: O=C(NCC1CC2CC2N1)c1cccc2c1OCCO2, Nc1nc(-c2ccccc2C(=O)O)cs1. Product: Nc1nc(-c2ccccc2C(=O)N2C(CNC(=O)c3cccc4c3OCCO4)CC3CC32)cs1. RXN SMILES: [CH:1]12[NH:2][CH:3]([CH2:7][NH:8][C:9](=[O:10])[c:11]3[cH:12][cH:13][cH:14][c:15]4[c:20]3[O:19][CH2:18][CH2:17][O:16]4)[CH2:4][CH:5]1[CH2:6]2.[NH2:21][c:22]1[s:23][cH:24][c:25](-[c:27]2[c:28]([C:29](=[O:30])[OH:31])[cH:32][cH:33][cH:34][cH:35]2)[n:26]1>>[CH:1]12[N:2]([C:29]([c:28]3[c:27](-[c:25]4[cH:24][s:23][c:22]([NH2:21])[n:26]4)[cH:35][cH:34][cH:33][cH:32]3)=[O:30])[CH:3]([CH2:7][NH:8][C:9](=[O:10])[c:11]3[cH:12][cH:13][cH:14][c:15]4[c:20]3[O:19][CH2:18][CH2:17][O:16]4)[CH2:4][CH:5]1[CH2:6]2. Reactants: CC(=O)O, CO, CC1CNCCN1, CCOC(=O)Cl, O. Yields the product CCOC(=O)N1CCNC(C)C1. As a reaction SMILES: [C:17]([OH:18])(=[O:19])[CH3:20].[CH3:14][OH:15].[CH3:1][CH:2]1[NH:3][CH2:4][CH2:5][NH:6][CH2:7]1.[Cl:8][C:9](=[O:10])[O:11][CH2:12][CH3:13].[OH2:16]>>[CH3:1][CH:2]1[NH:3][CH2:4][CH2:5][N:6]([C:9](=[O:10])[O:11][CH2:12][CH3:13])[CH2:7]1. Reactants: N=1C=CN2C1C=CC=C2SCCCCN2C(SCC2=O)=O (3-[4-(imidazo[1,2-a]pyridin-5-ylthio)butyl]thiazolidine-2,4-dione), N1=C(C=CC=C1)CCCO (3-(2-pyridyl)-1-propanol), N1CCCCC1 (piperidine). Run in C(C)O (ethanol). The product is N1=CC(=CC=C1)CCC=C1C(N(C(S1)=O)CCCCSC1=CC=CC=2N1C=CN2)=O (5-[3-(3-pyridyl)propylidene]-3-[4-(imidazo[1,2-a]pyridin-5-ylthio)butyl]thiazolidine-2,4-dione). Reaction SMILES: [N:1]1[CH:2]=[CH:3][N:4]2[C:9]([S:10][CH2:11][CH2:12][CH2:13][CH2:14][N:15]3[C:19](=[O:20])[CH2:18][S:17][C:16]3=[O:21])=[CH:8][CH:7]=[CH:6][C:5]=12.[N:22]1[CH:27]=[CH:26][CH:25]=[CH:24][C:23]=1CCCO.N1CC[CH2:35][CH2:34][CH2:33]1>C(O)C>[N:22]1[CH:23]=[CH:24][CH:25]=[C:26]([CH2:33][CH2:34][CH:35]=[C:18]2[S:17][C:16](=[O:21])[N:15]([CH2:14][CH2:13][CH2:12][CH2:11][S:10][C:9]3[N:4]4[CH:3]=[CH:2][N:1]=[C:5]4[CH:6]=[CH:7][CH:8]=3)[C:19]2=[O:20])[CH:27]=1. Procedure details: To a solution of 1.61 g (5.0 mmol) of 3-[4-(imidazo[1,2-a]pyridin-5-ylthio)butyl]thiazolidine-2,4-dione and 676 mg (5.0 mmol) of 3-(2-pyridyl)-1-propanol in 20 ml of ethanol, 43 mg (0.5 mmol) of piperidine-was added, followed by refluxing for 4 hours. After the reaction mixture was cooled, the solvent was distilled off. The residue was dissolved in dichloromethane, washed with purified water and dried, after which the solvent was distilled off. The residue was purified by column chromatography (... The reactants are C(CCCCCCC\C=C/CCCCCCCC)(=O)NC1=C(N)C=CC=C1 (2-Oleoylaminoaniline), C(C)(=O)OC(C(=O)NCCC(=O)O)C(COC(C)=O)(C)C (3-[N-(2,4-diacetoxy-3,3-dimethyl-1-oxobutyl)amino]propionic acid). Yields the product C(CCCCCCC\C=C/CCCCCCCC)(=O)NC1=C(C=CC=C1)NC(CCNC(C(C(COC(C)=O)(C)C)OC(C)=O)=O)=O (N-[2-(Oleoylamino)phenyl]-3-[N-(2,4-diacetoxy-3,3-dimethyl-1-oxobutyl)amino]propanamide). The yield is 61.7%. As a reaction SMILES: [C:1]([NH:20][C:21]1[CH:27]=[CH:26][CH:25]=[CH:24][C:22]=1[NH2:23])(=[O:19])[CH2:2][CH2:3][CH2:4][CH2:5][CH2:6][CH2:7][CH2:8]/[CH:9]=[CH:10]\[CH2:11][CH2:12][CH2:13][CH2:14][CH2:15][CH2:16][CH2:17][CH3:18].[C:28]([O:31][CH:32]([C:41]([CH3:48])([CH3:47])[CH2:42][O:43][C:44](=[O:46])[CH3:45])[C:33]([NH:35][CH2:36][CH2:37][C:38](O)=[O:39])=[O:34])(=[O:30])[CH3:29]>>[C:1]([NH:20][C:21]1[CH:27]=[CH:26][CH:25]=[CH:24][C:22]=1[NH:23][C:38](=[O:39])[CH2:37][CH2:36][NH:35][C:33](=[O:34])[CH:32]([O:31][C:28](=[O:30])[CH3:29])[C:41]([CH3:47])([CH3:48])[CH2:42][O:43][C:44](=[O:46])[CH3:45])(=[O:19])[CH2:2][CH2:3][CH2:4][CH2:5][CH2:6][CH2:7][CH2:8]/[CH:9]=[CH:10]\[CH2:11][CH2:12][CH2:13][CH2:14][CH2:15][CH2:16][CH2:17][CH3:18]. Reported procedure: 2-Oleoylaminoaniline (744 mg) and 606 mg of 3-[N-(2,4-diacetoxy-3,3-dimethyl-1-oxobutyl)amino]propionic acid were reacted in the same manner as in Example 1 to obtain 810 mg of the title compound (yield: 65%).